This data is from the Open Reaction Database (ORD), a public repository of structured organic reaction records. The task is: describe an organic reaction: reactants, conditions, products, and yield The reactants are CO (methanol), O (water), O.[OH-].[Li+] (lithium hydroxide monohydrate), C(C)OC(=O)C=1C(=NC2=CC(=CC=C2C1)NC(=O)C=1C(=CC=CC1)C1=CC=C(C=C1)C(F)(F)F)C (2-Methyl-7-[(4′-trifluoromethyl-biphenyl-2-carbonyl)-amino]-quinoline-3-carboxylic acid ethyl ester). The solvent is O1CCCC1 (tetrahydrofuran). Run at time 3 hour. The product is CC1=NC2=CC(=CC=C2C=C1C(=O)O)NC(=O)C=1C(=CC=CC1)C1=CC=C(C=C1)C(F)(F)F (2-Methyl-7-[(4′-trifluoromethyl-biphenyl-2-carbonyl)-amino]-quinoline-3-carboxylic acid). Yield: 100.5%. Reaction SMILES: C([O:3][C:4]([C:6]1[C:7]([CH3:35])=[N:8][C:9]2[C:14]([CH:15]=1)=[CH:13][CH:12]=[C:11]([NH:16][C:17]([C:19]1[C:20]([C:25]3[CH:30]=[CH:29][C:28]([C:31]([F:34])([F:33])[F:32])=[CH:27][CH:26]=3)=[CH:21][CH:22]=[CH:23][CH:24]=1)=[O:18])[CH:10]=2)=[O:5])C.CO.O.O.[OH-].[Li+]>O1CCCC1>[CH3:35][C:7]1[C:6]([C:4]([OH:5])=[O:3])=[CH:15][C:14]2[C:9](=[CH:10][C:11]([NH:16][C:17]([C:19]3[C:20]([C:25]4[CH:26]=[CH:27][C:28]([C:31]([F:33])([F:32])[F:34])=[CH:29][CH:30]=4)=[CH:21][CH:22]=[CH:23][CH:24]=3)=[O:18])=[CH:12][CH:13]=2)[N:8]=1 |f:3.4.5|. Procedure: 2-Methyl-7-[(4′-trifluoromethyl-biphenyl-2-carbonyl)-amino]-quinoline-3-carboxylic acid ethyl ester (345 mg, 0.72 mmol) was dissolved in 3 ml of tetrahydrofuran, 1 ml of methanol and 1 ml of water, and lithium hydroxide monohydrate was added (61 mg, 1.44 mmol). After 3 h at room temperature, the volatiles were evaporated and the resulting mixture diluted with 10 ml of water before being brought to pH 1 with 1N HCl. Filtration of the resulting solid followed by air drying afforded 326 mg of the t... Reactants: CC1CCC(N(C(=O)Nc2ncc(SC#N)s2)C2CCCCC2)CC1, ClCCCN1CCOCC1, OC(CS)C(O)CS. Product: CC1CCC(N(C(=O)Nc2ncc(SCCCN3CCOCC3)s2)C2CCCCC2)CC1. RXN SMILES: [CH:1]1([N:7]([C:8](=[O:9])[NH:10][c:11]2[s:12][c:13]([S:16][C:17]#[N:18])[cH:14][n:15]2)[CH:19]2[CH2:20][CH2:21][CH:22]([CH3:25])[CH2:23][CH2:24]2)[CH2:2][CH2:3][CH2:4][CH2:5][CH2:6]1.[Cl:34][CH2:35][CH2:36][CH2:37][N:38]1[CH2:39][CH2:40][O:41][CH2:42][CH2:43]1.[SH:26][CH2:27][CH:28]([CH:29]([CH2:30][SH:31])[OH:32])[OH:33]>>[CH:1]1([N:7]([C:8](=[O:9])[NH:10][c:11]2[s:12][c:13]([S:16][CH2:35][CH2:36][CH2:37][N:38]3[CH2:39][CH2:40][O:41][CH2:42][CH2:43]3)[cH:14][n:15]2)[CH:19]2[CH2:20][CH2:21][CH:22]([CH3:25])[CH2:23][CH2:24]2)[CH2:2][CH2:3][CH2:4][CH2:5][CH2:6]1. Starting materials: BrB(Br)Br, COc1cccn(-c2ccc(-n3cnc(CNC(=O)c4ccc(Cl)s4)c3)cc2)c1=O, ClCCl. Product: O=C(NCc1cn(-c2ccc(-n3cccc(O)c3=O)cc2)cn1)c1ccc(Cl)s1. As a reaction SMILES: [B:31]([Br:32])([Br:33])[Br:34].[Cl:1][c:2]1[cH:3][cH:4][c:5]([C:7](=[O:8])[NH:9][CH2:10][c:11]2[n:12][cH:13][n:14](-[c:16]3[cH:17][cH:18][c:19](-[n:22]4[c:23](=[O:30])[c:24]([O:28][CH3:29])[cH:25][cH:26][cH:27]4)[cH:20][cH:21]3)[cH:15]2)[s:6]1.[Cl:35][CH2:36][Cl:37]>>[Cl:1][c:2]1[cH:3][cH:4][c:5]([C:7](=[O:8])[NH:9][CH2:10][c:11]2[n:12][cH:13][n:14](-[c:16]3[cH:17][cH:18][c:19](-[n:22]4[c:23](=[O:30])[c:24]([OH:28])[cH:25][cH:26][cH:27]4)[cH:20][cH:21]3)[cH:15]2)[s:6]1. The reactants are [N+](=O)([O-])C1=C(OC=2C=C(C=CC2)C2=NN=NN2)C=CC=C1 (5-[3-(2-nitrophenoxy)phenyl]-1H-tetrazole). Reagents/catalysts: [C].[Pd] (palladium-carbon). Solvent: C(C)O (ethanol), CN(C=O)C (N,N-dimethylformamide). Product: N1N=NN=C1C=1C=C(OC2=C(N)C=CC=C2)C=CC1 (2-[3-(1H-Tetrazol-5-yl)phenoxy]aniline). The yield is 96.9%. Reaction SMILES: [N+:1]([C:4]1[CH:21]=[CH:20][CH:19]=[CH:18][C:5]=1[O:6][C:7]1[CH:8]=[C:9]([C:13]2[NH:17][N:16]=[N:15][N:14]=2)[CH:10]=[CH:11][CH:12]=1)([O-])=O>C(O)C.CN(C)C=O.[C].[Pd]>[NH:17]1[C:13]([C:9]2[CH:8]=[C:7]([CH:12]=[CH:11][CH:10]=2)[O:6][C:5]2[CH:18]=[CH:19][CH:20]=[CH:21][C:4]=2[NH2:1])=[N:14][N:15]=[N:16]1 |f:3.4|. Procedure details: In a mixture of 18 ml of ethanol and 9 ml of N,N-dimethylformamide was dissolved 1.5 g of 5-[3-(2-nitrophenoxy)phenyl]-1H-tetrazole and catalytic hydrogenation was carried out in the presence of 0.3 g of palladium-carbon at atmospheric temperature and pressure. After this reaction, the catalyst was filtered off and the filtrate was concentrated to give 1.3 g of the title compound as a colorless oil. Reactants: OC1(C(N(C2=CC=CC=C12)CC1=NC=CC=C1C(F)(F)F)=O)C1=CC2=C(OCCO2)C=C1O (3-hydroxy-3-(7-hydroxy-2,3-dihydro-1,4-benzodioxin-6-yl)-1-{[3-(trifluoromethyl)pyridine-2-yl]methyl}-1,3-dihydro-2H-indol-2-one), ClCI (chloroiodomethane), C([O-])([O-])=O.[Cs+].[Cs+] (cesium carbonate). Run in O1CCCC1 (tetrahydrofuran). The product is FC(C=1C(=NC=CC1)CN1C(C2(C3=CC=CC=C13)OCOC1=C2C=C2C(=C1)OCCO2)=O)(F)F (1′-{[3-(trifluoromethyl)pyridin-2-yl]methyl}-7,8-dihyrdospiro[1,4-dioxino[2,3-g][1,3]benzodioxine-4,3′-indol]-2′(1H)-one). Isolated yield 34.0%. Reaction SMILES: [OH:1][C:2]1([C:23]2[C:32]([OH:33])=[CH:31][C:26]3[O:27][CH2:28][CH2:29][O:30][C:25]=3[CH:24]=2)[C:10]2[C:5](=[CH:6][CH:7]=[CH:8][CH:9]=2)[N:4]([CH2:11][C:12]2[C:17]([C:18]([F:21])([F:20])[F:19])=[CH:16][CH:15]=[CH:14][N:13]=2)[C:3]1=[O:22].Cl[CH2:35]I.C(=O)([O-])[O-].[Cs+].[Cs+]>O1CCCC1>[F:19][C:18]([F:20])([F:21])[C:17]1[C:12]([CH2:11][N:4]2[C:5]3[C:10](=[CH:9][CH:8]=[CH:7][CH:6]=3)[C:2]3([C:23]4[CH:24]=[C:25]5[O:30][CH2:29][CH2:28][O:27][C:26]5=[CH:31][C:32]=4[O:33][CH2:35][O:1]3)[C:3]2=[O:22])=[N:13][CH:14]=[CH:15][CH:16]=1 |f:2.3.4|. Reported procedure: A 100 mL flask was charged under argon with 3-hydroxy-3-(7-hydroxy-2,3-dihydro-1,4-benzodioxin-6-yl)-1-{[3-(trifluoromethyl)pyridine-2-yl]methyl}-1,3-dihydro-2H-indol-2-one (0.46 g, 1.0 mmol), chloroiodomethane (0.36 g, 2.0 mmol), cesium carbonate (1.3 g, 4.0 mmol) and anhydrous tetrahydrofuran (50 mL). The reaction mixture was heated at reflux for 3 h, allowed to cool to ambient temperature and filtered. The filtrate was concentrated in vacuo and the residue was purified by column chromatograph...